From a dataset of the Open Reaction Database (ORD), a public repository of structured organic reaction records. describe an organic reaction: reactants, conditions, products, and yield As a reaction SMILES: [H-].[Na+].[NH2:3][C:4]1[N:9]2[O:10][C:11](=[O:13])[N:12]=[C:8]2[CH:7]=[C:6]([N:14]2[CH2:19][CH:18]=[CH:17][CH2:16][CH2:15]2)[N:5]=1.[CH3:20][O:21][C:22](N1C2C=CC=CC=2N=C1)=[O:23].C(O)(=O)C>CN(C)C=O>[N:14]1([C:6]2[N:5]=[C:4]([NH:3][C:22]([O:21][CH3:20])=[O:23])[N:9]3[O:10][C:11](=[O:13])[N:12]=[C:8]3[CH:7]=2)[CH2:15][CH:16]=[CH:17][CH2:18][CH2:19]1 |f:0.1|. Product: N1(CCC=CC1)C1=CC=2N(C(=N1)NC(=O)OC)OC(N2)=O (methyl 7-[3,6-dihydro-1(2H)-pyridyl]-2-oxo-2H-[1,2,4]oxadiazolo[2,3-c]pyrimidine-5-carbamate). Procedure: 1.2 g of sodium hydride are added portionwise to a solution, cooled to 15°, of 4.66 g of 5-amino-7-[3,6-dihydro-1(2H)-pyridyl]-2H-[1,2,4]oxadiazolo[2,3-c]pyrimidin-2-one in 200 ml of dimethylformamide. The mixture is stirred vigorously at room temperature for 30 minutes. Thereafter, 5.28 g of 1-methoxycarbonylbenzimidazole in 50 ml of dimethylformamide are added thereto. After 2 hours, the mixture is treated with ice-cold water and adjusted to pH 5 with glacial acetic acid. The precipitate which... Conditions: time 30 minute. Starting materials: [H-].[Na+] (sodium hydride), NC1=NC(=CC=2N1OC(N2)=O)N2CCC=CC2 (5-amino-7-[3,6-dihydro-1(2H)-pyridyl]-2H-[1,2,4]oxadiazolo[2,3-c]pyrimidin-2-one), COC(=O)N1C=NC2=C1C=CC=C2 (1-methoxycarbonylbenzimidazole), C(C)(=O)O (acetic acid). The solvent is CN(C=O)C (dimethylformamide), CN(C=O)C (dimethylformamide).